Dataset: the Open Reaction Database (ORD), a public repository of structured organic reaction records. Task: describe an organic reaction: reactants, conditions, products, and yield Starting materials: [O-]CC.[Na+] (sodium ethoxide), [H-].[Na+] (sodium hydride), ClC=1C(=NC=C(C1F)Cl)F (3,5-dichloro-2,4-difluoropyridine). The solvent is C(C)O (ethanol), C(C)O (ethanol), C(C)O (ethanol). Run at time 8 hour. Yields the product ClC=1C(=NC=C(C1OCC)Cl)F (3,5-Dichloro-4-ethoxy-2-fluoropyridine). As a reaction SMILES: [Cl:1][C:2]1[C:3]([F:10])=[N:4][CH:5]=[C:6]([Cl:9])[C:7]=1F.[O-:11][CH2:12][CH3:13].[Na+].[H-].[Na+]>C(O)C>[Cl:1][C:2]1[C:3]([F:10])=[N:4][CH:5]=[C:6]([Cl:9])[C:7]=1[O:11][CH2:12][CH3:13] |f:1.2,3.4|. Procedure details: To a solution of 70.2 g (0.38 mol) of 3,5-dichloro-2,4-difluoropyridine in 600 mL of ethanol was slowly added with stirring a solution of sodium ethoxide in ethanol prepared from 16 g (0.40 mol) of sodium hydride (60 percent in mineral oil, hexane washed) in 200 mL of ethanol. The mixture was allowed to stir overnight and the brown solution obtained was filtered through powdered cellulose and concentrated by evaporation under reduced pressure. The residue was partitioned between 500 mL of ether ... Reactants: COC1=C(CN(S(=O)(=O)C=2C=C3C=CN=C(C3=CC2)C2N(CCC2)CCOC)C=2SC=CN2)C=CC(=C1)OC (N-(2,4-dimethoxybenzyl)-1-(1-(2-methoxyethyl)pyrrolidin-2-yl)-N-(thiazol-2-yl)isoquinoline-6-sulfonamide), C(=O)(C(F)(F)F)O (TFA). Solvent: C(Cl)Cl (DCM). Run at time 30 minute. Yields the product COCCN1C(CCC1)C1=NC=CC2=CC(=CC=C12)S(=O)(=O)NC=1SC=CN1 (1-(1-(2-methoxyethyl)pyrrolidin-2-yl)-N-(thiazol-2-yl)isoquinoline-6-sulfonamide). As a reaction SMILES: COC1C=C(OC)C=CC=1C[N:6]([C:29]1[S:30][CH:31]=[CH:32][N:33]=1)[S:7]([C:10]1[CH:11]=[C:12]2[C:17](=[CH:18][CH:19]=1)[C:16]([CH:20]1[CH2:24][CH2:23][CH2:22][N:21]1[CH2:25][CH2:26][O:27][CH3:28])=[N:15][CH:14]=[CH:13]2)(=[O:9])=[O:8].C(O)(C(F)(F)F)=O>C(Cl)Cl>[CH3:28][O:27][CH2:26][CH2:25][N:21]1[CH2:22][CH2:23][CH2:24][CH:20]1[C:16]1[C:17]2[C:12](=[CH:11][C:10]([S:7]([NH:6][C:29]3[S:30][CH:31]=[CH:32][N:33]=3)(=[O:8])=[O:9])=[CH:19][CH:18]=2)[CH:13]=[CH:14][N:15]=1. Reported procedure: N-(2,4-dimethoxybenzyl)-1-(1-(2-methoxyethyl)pyrrolidin-2-yl)-N-(thiazol-2-yl)isoquinoline-6-sulfonamide (0.046 g, 0.080 mmol) was dissolved in DCM and TFA (0.1 ml, 1.298 mmol) was added. The reaction was stirred for 30 minutes at room temperature. The reaction was concentrated, dissolved in methanol, and passed through an SCX ion exchange column (pre-wetted with methanol). The column was washed twice with methanol, then the product was liberated by flushing the column several times with a 2.0M ... Starting materials: FC(C1=CC=C(CBr)C=C1)(F)F (4-Trifluoromethylbenzyl bromide), C(C1=CC=CC=C1)OC=1C=C(C=O)C=CC1O (3-benzyloxy-4-hydroxybenzaldehyde), C([O-])([O-])=O.[Cs+].[Cs+] (cesium carbonate). Solvent: CN(C=O)C (N,N-dimethylformamide), C(C)(=O)OCC (ethyl acetate). Reaction conditions: time 8 hour. Yields the product C1(=CC=CC=C1)COC=1C=C(C=O)C=CC1OCC1=CC=C(C=C1)C(F)(F)F (3-(Phenylmethoxy)-4-[(4-trifluoromethylphenyl)methoxy]benzaldehyde). The yield is 100.2%. Reaction SMILES: [F:1][C:2]([F:12])([F:11])[C:3]1[CH:10]=[CH:9][C:6]([CH2:7]Br)=[CH:5][CH:4]=1.[CH2:13]([O:20][C:21]1[CH:22]=[C:23]([CH:26]=[CH:27][C:28]=1[OH:29])[CH:24]=[O:25])[C:14]1[CH:19]=[CH:18][CH:17]=[CH:16][CH:15]=1.C(=O)([O-])[O-].[Cs+].[Cs+]>CN(C)C=O.C(OCC)(=O)C>[C:14]1([CH2:13][O:20][C:21]2[CH:22]=[C:23]([CH:26]=[CH:27][C:28]=2[O:29][CH2:7][C:6]2[CH:9]=[CH:10][C:3]([C:2]([F:12])([F:11])[F:1])=[CH:4][CH:5]=2)[CH:24]=[O:25])[CH:19]=[CH:18][CH:17]=[CH:16][CH:15]=1 |f:2.3.4|. Procedure details: 4-Trifluoromethylbenzyl bromide (0.17 mL, 1.09 mmol, 1 eq) was added dropwise to a stirred solution of 3-benzyloxy-4-hydroxybenzaldehyde (250 mg, 1.09 mmol, 1 eq) and cesium carbonate (357 mg, 1.09 mmol, 1 eq) in N,N-dimethylformamide (10 mL). The reaction mixture was stirred overnight, then diluted with ethyl acetate (30 mL) and washed sequentially with water (4×30 mL), 0.5M aqueous sodium hydroxide (30 mL), 10% HCl and brine. The organic solution was dried over sodium sulfate and evaporated in... Reactants: [OH-].[Li+] (Lithium hydroxide), C(C)(=O)N1C[C@H]2[C@@H](C3=CC=C(C(=C13)C(=O)OC)NS(=O)(=O)C1=C(C=C(C=C1)F)\C=C/CN(CC)CC)CCO2 (methyl cis-(3aRS,9bRS)-5-acetyl-7-[2-((Z)-3-diethylaminoprop-1-enyl)-4-fluorobenzenesulfonylamino]-1,2,3a,4,5,9b-hexahydrofuro[2,3-c]quinoline-6-carboxylate), C(C)(=O)N1C[C@H]2[C@@H](C3=CC=C(C(=C13)C(=O)OC)NS(=O)(=O)C1=C(C=C(C=C1)F)\C=C/CN(CC)CC)CCO2 (methyl cis-(3aRS,9bRS)-5-acetyl-7-[2-((Z)-3-diethylaminoprop-1-enyl)-4-fluorobenzenesulfonylamino]-1,2,3a,4,5,9b-hexahydrofuro[2,3-c]quinoline-6-carboxylate). Run in O1CCOCC1 (dioxane), O (water). Conditions: temperature 80 celsius, time 30 minute. The product is C(C)N(C\C=C/C1=C(C=CC(=C1)F)S(=O)(=O)NC1=CC=C2[C@@H]3[C@H](CNC2=C1C(=O)O)OCC3)CC (cis-(3aRS,9bRS)-7-[2-((Z)-3-diethylaminoprop-1-enyl)-4-fluorobenzenesulfonylamino]-1,2,3a,4,5,9b-hexahydrofuro[2,3-c]quinoline-6-carboxylic acid). The yield is 9.3%. RXN SMILES: [OH-].[Li+].C([N:6]1[C:15]2[C:10](=[CH:11][CH:12]=[C:13]([NH:20][S:21]([C:24]3[CH:29]=[CH:28][C:27]([F:30])=[CH:26][C:25]=3/[CH:31]=[CH:32]\[CH2:33][N:34]([CH2:37][CH3:38])[CH2:35][CH3:36])(=[O:23])=[O:22])[C:14]=2[C:16]([O:18]C)=[O:17])[C@H:9]2[CH2:39][CH2:40][O:41][C@H:8]2[CH2:7]1)(=O)C>O1CCOCC1.O>[CH2:37]([N:34]([CH2:35][CH3:36])[CH2:33]/[CH:32]=[CH:31]\[C:25]1[CH:26]=[C:27]([F:30])[CH:28]=[CH:29][C:24]=1[S:21]([NH:20][C:13]1[C:14]([C:16]([OH:18])=[O:17])=[C:15]2[C:10]([C@H:9]3[CH2:39][CH2:40][O:41][C@H:8]3[CH2:7][NH:6]2)=[CH:11][CH:12]=1)(=[O:23])=[O:22])[CH3:38] |f:0.1|. Procedure: Lithium hydroxide (0.09 g) was added to a solution of methyl cis-(3aRS,9bRS)-5-acetyl-7-[2-((Z)-3-diethylaminoprop-1-enyl)-4-fluorobenzenesulfonylamino]-1,2,3a,4,5,9b-hexahydrofuro[2,3-c]quinoline-6-carboxylate (Intermediate 27, 0.06 g) in a mixture of dioxane (5 mL) and water (1 mL) and the mixture was stirred and heated at 80° C. overnight. The mixture was then irradiated in the microwave at 150° C. for 30 minutes and then at 180° C. for 30 minutes. After cooling, the mixture was filtered and ... Starting materials: C(C)(=O)[O-].[NH4+] (Ammonium acetate), C(C)(C)(C)OC(=O)N1CCC(CC1)C(CC(=O)OCC)=O (4-(2-ethoxycarbonyl-acetyl)-piperidine-1-carboxylic acid tert-butyl ester), Br.BrCC(=O)C1=CC=NC=C1 (2-Bromo-1-pyridin-4-ylethanone hydrobromide), [H-].[Na+] (NaH). Run in C1CCOC1 (THF). Reaction conditions: temperature 0 celsius, time 5 hour. Product: C(C)(C)(C)OC(=O)N1CCC(CC1)C=1NC(=CC1C(=O)OCC)C1=CC=NC=C1 (4-(3-ethoxycarbonyl-5-pyridin-4-yl-1H-pyrrol-2-yl)-piperidine-1-carboxylic acid tert-butyl ester). The yield is 46.7%. RXN SMILES: [C:1]([O:5][C:6]([N:8]1[CH2:13][CH2:12][CH:11]([C:14](=O)[CH2:15][C:16]([O:18][CH2:19][CH3:20])=[O:17])[CH2:10][CH2:9]1)=[O:7])([CH3:4])([CH3:3])[CH3:2].[H-].[Na+].Br.Br[CH2:26][C:27]([C:29]1[CH:34]=[CH:33][N:32]=[CH:31][CH:30]=1)=O.C([O-])(=O)C.[NH4+:39]>C1COCC1>[C:1]([O:5][C:6]([N:8]1[CH2:13][CH2:12][CH:11]([C:14]2[NH:39][C:27]([C:29]3[CH:34]=[CH:33][N:32]=[CH:31][CH:30]=3)=[CH:26][C:15]=2[C:16]([O:18][CH2:19][CH3:20])=[O:17])[CH2:10][CH2:9]1)=[O:7])([CH3:4])([CH3:3])[CH3:2] |f:1.2,3.4,5.6|. Procedure: To a solution of 4-(2-ethoxycarbonyl-acetyl)-piperidine-1-carboxylic acid tert-butyl ester 8 (2.5 g, 8.3 mmol) in anhydrous THF (200 mL), cooled at 0° C., NaH (900 mg, 21 mmol) was added. After 15 min 2-bromo-1-pyridin-4-yl-ethanone hydrobromide 1 (3 g, 10.8 mmol) was added and the mixture was stirred 5 h at 0° C. The solvent was removed under reduced pressure and the residue was dissolved in EtOH (120 mL). Ammonium acetate (1.9 g, 25 mmol) was added and the solution was stirred overnight at rt.... Starting materials: OC1C(SC2=C(NC1=O)C=CC(=C2)C)C2=CC=C(C=C2)C (2,3-dihydro-3-hydroxy-8-methyl-2-(4-methylphenyl)-1,5-benzothiazepin-4(5H)-one), C(C)(=O)OC(C)=O (acetic anhydride), CS(=O)C (dimethylsulfoxide), N1=CC=CC=C1 (pyridine). Run in C1(=CC=CC=C1)C (toluene). Run at time 4 day. Product: C(C)(=O)OC1=C(SC2=C(NC1=O)C=CC(=C2)C)C2=CC=C(C=C2)C (3-acetoxy-8-methyl-2-(4-methylphenyl)-1,5-benzothiazepin-4(5H)-one). The yield is 70.6%. RXN SMILES: [OH:1][CH:2]1[C:8](=[O:9])[NH:7][C:6]2[CH:10]=[CH:11][C:12]([CH3:14])=[CH:13][C:5]=2[S:4][CH:3]1[C:15]1[CH:20]=[CH:19][C:18]([CH3:21])=[CH:17][CH:16]=1.[C:22](OC(=O)C)(=[O:24])[CH3:23].CS(C)=O.N1C=CC=CC=1>C1(C)C=CC=CC=1>[C:22]([O:1][C:2]1[C:8](=[O:9])[NH:7][C:6]2[CH:10]=[CH:11][C:12]([CH3:14])=[CH:13][C:5]=2[S:4][C:3]=1[C:15]1[CH:16]=[CH:17][C:18]([CH3:21])=[CH:19][CH:20]=1)(=[O:24])[CH3:23]. Procedure: A mixture of 2,3-dihydro-3-hydroxy-8-methyl-2-(4-methylphenyl)-1,5-benzothiazepin-4(5H)-one (30.0 g), acetic anhydride (50 ml), dimethylsulfoxide (100 ml), pyridine (3 ml) and toluene (100 ml) is stirred at room temperature for 4 days, and the mixture is treated in the same manner as in Reference Example 1-(1) to give 3-acetoxy-8-methyl-2-(4-methylphenyl)-1,5-benzothiazepin-4(5H)-one (24.0 g). Reactants: C(C)OC(=O)C1(C(C2=C(C(=C(C(=C2C1)OC)OC)OC)OC)O)CCCCCCCC(=O)OCC (ethyl 8-(2-ethoxycarbonyl-1-hydroxy-4,5,6,7-tetramethoxyindan-2-yl)octanoate), C(C)[SiH](CC)CC (triethylsilane). The solvent is FC(C(=O)O)(F)F (trifluoroacetic acid). Conditions: time 15 minute. Yields the product C(C)OC(=O)C1(CC2=C(C(=C(C(=C2C1)OC)OC)OC)OC)CCCCCCCC(=O)OCC (Ethyl 8-(2-ethoxycarbonyl-4,5,6,7-tetramethoxyindan-2-yl)octanoate). Isolated yield 35.9%. As a reaction SMILES: [CH2:1]([O:3][C:4]([C:6]1([CH2:24][CH2:25][CH2:26][CH2:27][CH2:28][CH2:29][CH2:30][C:31]([O:33][CH2:34][CH3:35])=[O:32])[CH2:14][C:13]2[C:8](=[C:9]([O:21][CH3:22])[C:10]([O:19][CH3:20])=[C:11]([O:17][CH3:18])[C:12]=2[O:15][CH3:16])[CH:7]1O)=[O:5])[CH3:2].C([SiH](CC)CC)C>FC(F)(F)C(O)=O>[CH2:1]([O:3][C:4]([C:6]1([CH2:24][CH2:25][CH2:26][CH2:27][CH2:28][CH2:29][CH2:30][C:31]([O:33][CH2:34][CH3:35])=[O:32])[CH2:7][C:8]2[C:13](=[C:12]([O:15][CH3:16])[C:11]([O:17][CH3:18])=[C:10]([O:19][CH3:20])[C:9]=2[O:21][CH3:22])[CH2:14]1)=[O:5])[CH3:2]. Procedure: To ethyl 8-(2-ethoxycarbonyl-1-hydroxy-4,5,6,7-tetramethoxyindan-2-yl)octanoate (3.77 g, 7.59 mmols), added was trifluoroacetic acid (40 ml) at room temperature, and then triethylsilane (4.85 ml, 30.4 mmols) was added thereto, and stirred for 15 minutes. The reaction mixture was concentrated in vacuo, a saturated aqueous sodium bicarbonate solution was added thereto, and extracted with ethyl acetate, and the resulting organic layer was washed with water and a saturated aqueous sodium chloride so... The reactants are BrC1=CC=C(O1)N1C(O[C@@]2(C1)CN1CCC2CC1)=O ((R)-3′-(5-bromofuran-2-yl)spiro[1-azabicyclo[2.2.2]octan-3,5′-oxazolidin]-2′-one), N1=CC(=CC=C1)B(O)O (pyridine-3-boronic acid). The product is N1=CC(=CC=C1)C1=CC=C(O1)N1C(O[C@@]2(C1)CN1CCC2CC1)=O ((R)-3′-[5-(3-Pyridyl)furan-2-yl]spiro[1-azabicyclo[2.2.2]octan-3,5′-oxazolidin]-2′-one). As a reaction SMILES: Br[C:2]1[O:6][C:5]([N:7]2[CH2:11][C@:10]3([CH:16]4[CH2:17][CH2:18][N:13]([CH2:14][CH2:15]4)[CH2:12]3)[O:9][C:8]2=[O:19])=[CH:4][CH:3]=1.[N:20]1[CH:25]=[CH:24][CH:23]=[C:22](B(O)O)[CH:21]=1>>[N:20]1[CH:25]=[CH:24][CH:23]=[C:22]([C:2]2[O:6][C:5]([N:7]3[CH2:11][C@:10]4([CH:16]5[CH2:17][CH2:18][N:13]([CH2:14][CH2:15]5)[CH2:12]4)[O:9][C:8]3=[O:19])=[CH:4][CH:3]=2)[CH:21]=1. Procedure details: The title compound was prepared by a method analogous to that described in Example 12 from (R)-3′-(5-bromofuran-2-yl)spiro[1-azabicyclo[2.2.2]octan-3,5′-oxazolidin]-2′-one and pyridine-3-boronic acid. The title compound (206 mg) was obtained as a pale solid, m/z 326 (MH+).